This data is from the Open Reaction Database (ORD), a public repository of structured organic reaction records. The task is: describe an organic reaction: reactants, conditions, products, and yield Reactants: NC1=C(N=NC2=C(C(=CC=C12)C#N)Br)C(=O)NCCC (4-amino-8-bromo-7-cyano-N-propyl-cinnoline-3-carboxamide), COC1=C(C=CC(=C1)OC)B(O)O (2,4-dimethoxyphenyl boronic acid). The product is NC1=C(N=NC2=C(C(=CC=C12)C#N)C1=C(C=C(C=C1)OC)OC)C(=O)NCCC (4-amino-7-cyano-8-(2,4-dimethoxyphenyl)-N-propyl-cinnoline-3-carboxamide). Reaction SMILES: [NH2:1][C:2]1[C:11]2[C:6](=[C:7](Br)[C:8]([C:12]#[N:13])=[CH:9][CH:10]=2)[N:5]=[N:4][C:3]=1[C:15]([NH:17][CH2:18][CH2:19][CH3:20])=[O:16].[CH3:21][O:22][C:23]1[CH:28]=[C:27]([O:29][CH3:30])[CH:26]=[CH:25][C:24]=1B(O)O>>[NH2:1][C:2]1[C:11]2[C:6](=[C:7]([C:26]3[CH:25]=[CH:24][C:23]([O:22][CH3:21])=[CH:28][C:27]=3[O:29][CH3:30])[C:8]([C:12]#[N:13])=[CH:9][CH:10]=2)[N:5]=[N:4][C:3]=1[C:15]([NH:17][CH2:18][CH2:19][CH3:20])=[O:16]. Procedure: Using Method G, 4-amino-8-bromo-7-cyano-N-propyl-cinnoline-3-carboxamide and 2,4-dimethoxyphenyl boronic acid were reacted to afford the title compound as a white solid. 1H NMR (500 MHz, CDCl3) δ 8.51 (br, 1H), 7.87 (m, 2H), 7.27 (m, 1H), 6.66 (m, 2H), 3.88 (s, 3H), 3.74 (s, 3H), 3.45 (m, 2H), 1.64 (apparent sextet, 2H), 0.99 (t, J=7.0 Hz, 3H). MS APCI, m/z=392 (M+H). The reactants are OCCOC1=CC(=CC2=C(C=CC=C12)OC)C(=O)O (4-(2-hydroxyethoxy)-8-methoxy-2-naphthoic acid), O=C1CC2(CCNCC2)OC2=CC=C(C=C12)C=1NOC(N1)=O (3-[4-oxospiro(chroman-2,4′-piperidin)-6-yl]-5-oxo-1,2,4-oxadiazole). Yields the product OCCOC1=CC(=CC2=C(C=CC=C12)OC)C(=O)N1CCC2(CC1)OC1=CC=C(C=C1C(C2)=O)C2=NOC(N2)=O (1′-[4-(2-Hydroxyethoxy)-8-methoxy-2-naphthoyl]-6-(5-oxo-4,5-dihydro-1,2,4-oxadiazol-3-yl)spiro[chroman-2,4′-piperidin]-4-one). RXN SMILES: [OH:1][CH2:2][CH2:3][O:4][C:5]1[C:14]2[C:9](=[C:10]([O:15][CH3:16])[CH:11]=[CH:12][CH:13]=2)[CH:8]=[C:7]([C:17]([OH:19])=O)[CH:6]=1.[O:20]=[C:21]1[C:35]2[C:30](=[CH:31][CH:32]=[C:33]([C:36]3[NH:37][O:38][C:39](=[O:41])[N:40]=3)[CH:34]=2)[O:29][C:23]2([CH2:28][CH2:27][NH:26][CH2:25][CH2:24]2)[CH2:22]1>>[OH:1][CH2:2][CH2:3][O:4][C:5]1[C:14]2[C:9](=[C:10]([O:15][CH3:16])[CH:11]=[CH:12][CH:13]=2)[CH:8]=[C:7]([C:17]([N:26]2[CH2:27][CH2:28][C:23]3([CH2:22][C:21](=[O:20])[C:35]4[C:30](=[CH:31][CH:32]=[C:33]([C:36]5[NH:40][C:39](=[O:41])[O:38][N:37]=5)[CH:34]=4)[O:29]3)[CH2:24][CH2:25]2)=[O:19])[CH:6]=1. Procedure details: The compound was prepared according to the procedure described in the Example 1, using 4-(2-hydroxyethoxy)-8-methoxy-2-naphthoic acid instead of 4,8-dimethoxyquinoline-2-carboxylic acid, and 3-[4-oxospiro(chroman-2,4′-piperidin)-6-yl]-5-oxo-1,2,4-oxadiazole instead of 4-oxospiro(chroman-2,4′-piperidin)-6-yl acetamide. 1H-NMR (400 MHz, DMSO-d6) δ; 8.24 (1H, d, J=4.0 Hz), 8.04 (1H, dd, J=4.0, 8.0 Hz), 7.86 (1H, d, J=8.0 Hz), 7.75 (1H, s), 7.51 (1H, t, J=8.0 Hz), 7.34 (1H, d, J=8 Hz), 7.09 (1H, d, ... Reactants: N1N=CC2=CC(=CC=C12)OCC1CCN(CC1)C(=O)OC(C)(C)C (tert-butyl 4-[(1H-indazol-5-yloxy)methyl]piperidine-1-carboxylate), Cl.O1CCOCC1 (hydrochloric acid dioxane). Run at time 1 hour. The product is Cl.Cl.N1CCC(CC1)COC=1C=C2C=NNC2=CC1 (5-(piperidin-4-ylmethoxy)-1H-indazole dihydrochloride). Yield: 95.0%. As a reaction SMILES: [NH:1]1[C:9]2[C:4](=[CH:5][C:6]([O:10][CH2:11][CH:12]3[CH2:17][CH2:16][N:15](C(OC(C)(C)C)=O)[CH2:14][CH2:13]3)=[CH:7][CH:8]=2)[CH:3]=[N:2]1.[ClH:25].O1CCOCC1>>[ClH:25].[ClH:25].[NH:15]1[CH2:16][CH2:17][CH:12]([CH2:11][O:10][C:6]2[CH:5]=[C:4]3[C:9](=[CH:8][CH:7]=2)[NH:1][N:2]=[CH:3]3)[CH2:13][CH2:14]1 |f:1.2,3.4.5|. Reported procedure: To tert-butyl 4-[(1H-indazol-5-yloxy)methyl]piperidine-1-carboxylate (81.2 mg, 0.245 mmol) was added 4N-hydrochloric acid-dioxane (1 ml). After 1 hour, the resulting mixture was concentrated under reduced pressure, and the resulting residue was dissolved in methanol (0.5 ml) and crystallized from diethyl ether (10 ml). The crystals were filtered and then dried under reduced pressure to obtain 5-(piperidin-4-ylmethoxy)-1H-indazole dihydrochloride (71 mg, 95%). Reactants: Cn1ccc2cc([N+](=O)[O-])ccc21, O=S(=O)(O)Cl, ClCCl, [Na+], [Na+], O=S(=O)([O-])[O-], O. Yields the product Cn1cc(S(=O)(=O)Cl)c2cc([N+](=O)[O-])ccc21. As a reaction SMILES: [CH3:13][n:14]1[cH:15][cH:16][c:17]2[cH:18][c:19]([N+:23](=[O:24])[O-:25])[cH:20][cH:21][c:22]12.[Cl:1][S:2](=[O:3])(=[O:4])[OH:5].[Cl:27][CH2:28][Cl:29].[Na+:6].[Na+:7].[O-:8][S:9]([O-:10])(=[O:11])=[O:12].[OH2:26]>>[Cl:1][S:2](=[O:3])(=[O:5])[c:16]1[cH:15][n:14]([CH3:13])[c:22]2[c:17]1[cH:18][c:19]([N+:23](=[O:24])[O-:25])[cH:20][cH:21]2.